The task is: describe an organic reaction: reactants, conditions, products, and yield. This data is from the Open Reaction Database (ORD), a public repository of structured organic reaction records. Reactants: Cc1ccccc1, Cc1c(Br)cnc2c1nc(C1CC1)n2Cc1ccc(-c2ccccc2C#N)cc1, O=CO. Yields the product Cc1ccnc2c1nc(C1CC1)n2Cc1ccc(-c2ccccc2C#N)cc1. RXN SMILES: [CH3:33][c:34]1[cH:35][cH:36][cH:37][cH:38][cH:39]1.[CH:1]1([c:4]2[n:5][c:6]3[c:7]([n:8][cH:9][c:10]([Br:13])[c:11]3[CH3:12])[n:14]2[CH2:15][c:16]2[cH:17][cH:18][c:19](-[c:22]3[c:23]([C:28]#[N:29])[cH:24][cH:25][cH:26][cH:27]3)[cH:20][cH:21]2)[CH2:2][CH2:3]1.[CH:30]([OH:31])=[O:32]>>[CH:1]1([c:4]2[n:5][c:6]3[c:7]([n:8][cH:9][cH:10][c:11]3[CH3:12])[n:14]2[CH2:15][c:16]2[cH:17][cH:18][c:19](-[c:22]3[c:23]([C:28]#[N:29])[cH:24][cH:25][cH:26][cH:27]3)[cH:20][cH:21]2)[CH2:2][CH2:3]1. Starting materials: Cl.ClC=1C(=CC2=C(N(C(N2)=O)C2CCNCC2)C1)F (6-Chloro-5-fluoro-1-(4-piperidinyl)-1,3-dihydro-2H-benzimidazol-2-one hydrochloride), Ti(iPrO)4, O1CCC(CC1)=O (tetrahydro-4H-pyran-4-one), [BH3-]C#N.[Na+] (NaBH3CN). Solvent: CO (methanol). Reaction conditions: time 1 hour. The product is Cl.ClC=1C=CC2=C(N(C(N2)=O)C2CCN(CC2)C2CCOCC2)C1 (6-Chloro-1-[1-(tetrahydro-2H-pyran-4-yl)-4-piperidinyl]-1,3-dihydro-2H-benzimidazol-2-one hydrochloride). As a reaction SMILES: Cl.[Cl:2][C:3]1[C:4](F)=[CH:5][C:6]2[NH:10][C:9](=[O:11])[N:8]([CH:12]3[CH2:17][CH2:16][NH:15][CH2:14][CH2:13]3)[C:7]=2[CH:18]=1.[O:20]1[CH2:25][CH2:24][C:23](=O)[CH2:22][CH2:21]1.[BH3-]C#N.[Na+]>CO>[ClH:2].[Cl:2][C:3]1[CH:4]=[CH:5][C:6]2[NH:10][C:9](=[O:11])[N:8]([CH:12]3[CH2:17][CH2:16][N:15]([CH:23]4[CH2:24][CH2:25][O:20][CH2:21][CH2:22]4)[CH2:14][CH2:13]3)[C:7]=2[CH:18]=1 |f:0.1,3.4,6.7|. Reported procedure: 6-Chloro-5-fluoro-1-(4-piperidinyl)-1,3-dihydro-2H-benzimidazol-2-one hydrochloride (2.0 g), Ti(iPrO)4 (4.2 mL), and tetrahydro-4H-pyran-4-one (1.4 g) were stirred together at room temperature for 1 h; dry methanol (30 mL) followed by NaBH3CN (0.8 g) were added and the mixture was stirred at room temperature for 1 h. The crude mixture was then quenched with methanol and it was purified first by SCX column chromatography followed by filtration and silica gel chromatography (methanol-NH3-dichlorom... Starting materials: ClCCCl, CCOC(C)=O, NC1c2ccccc2-c2ccccc21, CN(C)C=O, O, On1nnc2ccccc21, COc1cc(C=CC(=O)O)ccc1-n1ccnc1. Product: COc1cc(C=CC(=O)NC2c3ccccc3-c3ccccc32)ccc1-n1ccnc1. Reaction SMILES: [CH2:55]([Cl:56])[CH2:57][Cl:58].[CH3:48][CH2:49][O:50][C:51](=[O:52])[CH3:53].[NH2:24][CH:25]1[c:26]2[cH:27][cH:28][cH:29][cH:30][c:31]2-[c:32]2[cH:33][cH:34][cH:35][cH:36][c:37]21.[O:1]=[CH:2][N:3]([CH3:4])[CH3:5].[OH2:54].[OH:38][n:39]1[c:40]2[c:41]([cH:42][cH:43][cH:44][cH:45]2)[n:46][n:47]1.[n:6]1(-[c:11]2[c:12]([O:22][CH3:23])[cH:13][c:14]([CH:17]=[CH:18][C:19](=[O:20])[OH:21])[cH:15][cH:16]2)[cH:7][n:8][cH:9][cH:10]1>>[n:6]1(-[c:11]2[c:12]([O:22][CH3:23])[cH:13][c:14]([CH:17]=[CH:18][C:19](=[O:21])[NH:24][CH:25]3[c:26]4[cH:27][cH:28][cH:29][cH:30][c:31]4-[c:32]4[cH:33][cH:34][cH:35][cH:36][c:37]43)[cH:15][cH:16]2)[cH:7][n:8][cH:9][cH:10]1. Reactants: Clc1ccc(Br)cn1, OC1CN2CCC1CC2. As a reaction SMILES: [Br:10][c:11]1[cH:12][cH:13][c:14]([Cl:17])[n:15][cH:16]1.[N:1]12[CH2:2][CH:3]([OH:9])[CH:4]([CH2:5][CH2:6]1)[CH2:7][CH2:8]2>>[N:1]12[CH2:2][CH:3]([O:9][c:14]3[cH:13][cH:12][c:11]([Br:10])[cH:16][n:15]3)[CH:4]([CH2:5][CH2:6]1)[CH2:7][CH2:8]2. Product: Brc1ccc(OC2CN3CCC2CC3)nc1. Starting materials: C=1C=CC(=CC1)C=2N=C(N=C(N2)N)N (benzoguanamine), C(C1=CN=CC=C1)(=O)O (nicotinic acid), C(OCCCl)([O-])=O (chloroethyl carbonate). Solvent: N1=CC=CC=C1 (pyridine). Run at temperature 60 celsius. The product is C(C1=CN=CC=C1)(=O)NC1=NC(=NC(=N1)NC(C1=CN=CC=C1)=O)C1=CC=CC=C1 (2,4-bis(nicotinamido)-6-phenyl-s-triazine). Yield: 64.5%. As a reaction SMILES: [CH:1]1[CH:2]=[CH:3][C:4]([C:7]2[N:8]=[C:9]([NH2:14])[N:10]=[C:11]([NH2:13])[N:12]=2)=[CH:5][CH:6]=1.[C:15]([OH:23])(=O)[C:16]1[CH:21]=[CH:20][CH:19]=[N:18][CH:17]=1.C(=O)([O-])[O:25][CH2:26][CH2:27]Cl>N1C=CC=CC=1>[C:26]([NH:13][C:11]1[N:10]=[C:9]([NH:14][C:15](=[O:23])[C:16]2[CH:21]=[CH:20][CH:19]=[N:18][CH:17]=2)[N:8]=[C:7]([C:4]2[CH:3]=[CH:2][CH:1]=[CH:6][CH:5]=2)[N:12]=1)(=[O:25])[C:27]1[CH:3]=[CH:4][CH:7]=[N:8][CH:9]=1. Procedure details: 1.9 g of benzoguanamine and 2.6 g of nicotinic acid are dissolved in 50 ml of pyridine and mixed with 2.2 g of chloroethyl carbonate. After heating the mixture at 60° C with agitation for 3 hours, it is processed as described in Example 4 to yield 1.3 g of 2,4-bis(nicotinamido)-6-phenyl-s-triazine [dinicotinoylbenzoguanamine]. Yields the product CCCCC1CCC(CCC2COC(c3ccc(F)c(F)c3)OC2)CC1. Reaction SMILES: [CH2:1]([CH2:2][CH2:3][CH3:4])[CH:5]1[CH2:6][CH2:7][CH:8]([CH2:11][CH2:12][CH:13]([CH2:14][OH:15])[CH2:16][OH:17])[CH2:9][CH2:10]1.[CH3:28][c:29]1[cH:30][cH:31][c:32]([S:33]([OH:34])(=[O:35])=[O:36])[cH:37][cH:38]1.[Cl:39][CH2:40][Cl:41].[F:18][c:19]1[cH:20][c:21]([CH:22]=[O:23])[cH:24][cH:25][c:26]1[F:27]>>[CH2:1]([CH2:2][CH2:3][CH3:4])[CH:5]1[CH2:6][CH2:7][CH:8]([CH2:11][CH2:12][CH:13]2[CH2:14][O:15][CH:22]([c:21]3[cH:20][c:19]([F:18])[c:26]([F:27])[cH:25][cH:24]3)[O:17][CH2:16]2)[CH2:9][CH2:10]1. Starting materials: CCCCC1CCC(CCC(CO)CO)CC1, Cc1ccc(S(=O)(=O)O)cc1, ClCCl, O=Cc1ccc(F)c(F)c1. The reactants are COc1ccc(Sc2ccc3c(c2)C=C(C)C(C)(C)O3)cc1, [I-], [Li+], Cc1cc(C)nc(C)c1. The product is CC1=Cc2cc(Sc3ccc(O)cc3)ccc2OC1(C)C. RXN SMILES: [CH3:1][O:2][c:3]1[cH:4][cH:5][c:6]([S:9][c:10]2[cH:11][c:12]3[c:13]([cH:21][cH:22]2)[O:14][C:15]([CH3:19])([CH3:20])[C:16]([CH3:18])=[CH:17]3)[cH:7][cH:8]1.[I-:23].[Li+:24].[n:25]1[c:26]([CH3:27])[cH:28][c:29]([CH3:30])[cH:31][c:32]1[CH3:33]>>[OH:2][c:3]1[cH:4][cH:5][c:6]([S:9][c:10]2[cH:11][c:12]3[c:13]([cH:21][cH:22]2)[O:14][C:15]([CH3:19])([CH3:20])[C:16]([CH3:18])=[CH:17]3)[cH:7][cH:8]1. Reactants: [BH4-], CS(C)=O, CC(=O)O, O=[N+]([O-])C=Cc1ccc(OCc2ccc(F)cc2)nc1, [Na+], O. Yields the product O=[N+]([O-])CCc1ccc(OCc2ccc(F)cc2)nc1. As a reaction SMILES: [BH4-:29].[CH3:1][S:2](=[O:3])[CH3:4].[CH3:25][C:26](=[O:27])[OH:28].[F:5][c:6]1[cH:7][cH:8][c:9]([CH2:10][O:11][c:12]2[n:13][cH:14][c:15]([CH:18]=[CH:19][N+:20](=[O:21])[O-:22])[cH:16][cH:17]2)[cH:23][cH:24]1.[Na+:30].[OH2:31]>>[F:5][c:6]1[cH:7][cH:8][c:9]([CH2:10][O:11][c:12]2[n:13][cH:14][c:15]([CH2:18][CH2:19][N+:20](=[O:21])[O-:22])[cH:16][cH:17]2)[cH:23][cH:24]1.